Dataset: the Open Reaction Database (ORD), a public repository of structured organic reaction records. Task: describe an organic reaction: reactants, conditions, products, and yield The reactants are C(CCCCCCCCCCCCC)OC1=CC=C(O1)C(=O)O (5-(tetradecyloxy)furan-2-carboxylic acid), ClC(CO)(Cl)Cl (2,2,2-trichloroethanol). Yields the product C(CCCCCCCCCCCCC)OC1=CC=C(O1)C(=O)OCC(Cl)(Cl)Cl (2,2,2-trichloroethyl 5-(tetradecyloxy)furan-2-carboxylate). Reaction SMILES: [CH2:1]([O:15][C:16]1[O:20][C:19]([C:21]([OH:23])=[O:22])=[CH:18][CH:17]=1)[CH2:2][CH2:3][CH2:4][CH2:5][CH2:6][CH2:7][CH2:8][CH2:9][CH2:10][CH2:11][CH2:12][CH2:13][CH3:14].[Cl:24][C:25]([Cl:29])([Cl:28])[CH2:26]O>>[CH2:1]([O:15][C:16]1[O:20][C:19]([C:21]([O:23][CH2:26][C:25]([Cl:29])([Cl:28])[Cl:24])=[O:22])=[CH:18][CH:17]=1)[CH2:2][CH2:3][CH2:4][CH2:5][CH2:6][CH2:7][CH2:8][CH2:9][CH2:10][CH2:11][CH2:12][CH2:13][CH3:14]. Procedure details: The title compound was prepared as described in Example 1 starting from 0.228 g (0.7 mmol) of 5-(tetradecyloxy)furan-2-carboxylic acid and 0.196 mL (2.04 mmol) of 2,2,2-trichloroethanol. 1H NMR (400 MHz, DMSO-d6) δ: 7.4 (d, 1H), 5.74 (d, 1H), 5.03 (s, 2H), 4.19 (t, 2H), 1.7 (p, 2H), 1.2-1.5 (m, 22H), 0.85 (t, 3H). Starting materials: CCN=C=NCCCN(C)C, ClCCl, Cl, CC(C(=O)O)C1CCCNC1, Nc1cccc(-c2nn(C3CCCCO3)c3ccc(-c4ncn(C(c5ccccc5)(c5ccccc5)c5ccccc5)n4)cc23)c1, CN(C)C=O. Product: CC(C(=O)Nc1cccc(-c2nn(C3CCCCO3)c3ccc(-c4ncn(C(c5ccccc5)(c5ccccc5)c5ccccc5)n4)cc23)c1)C1CCCNC1. RXN SMILES: [CH3:13][N:14]([CH3:15])[CH2:16][CH2:17][CH2:18][N:19]=[C:20]=[N:21][CH2:22][CH3:23].[Cl:75][CH2:76][Cl:77].[ClH:12].[NH:1]1[CH2:2][CH:3]([CH:7]([C:8](=[O:9])[OH:10])[CH3:11])[CH2:4][CH2:5][CH2:6]1.[O:24]1[CH:25]([n:30]2[n:31][c:32](-[c:63]3[cH:64][c:65]([NH2:69])[cH:66][cH:67][cH:68]3)[c:33]3[cH:34][c:35](-[c:39]4[n:40][n:41]([C:44]([c:45]5[cH:46][cH:47][cH:48][cH:49][cH:50]5)([c:51]5[cH:52][cH:53][cH:54][cH:55][cH:56]5)[c:57]5[cH:58][cH:59][cH:60][cH:61][cH:62]5)[cH:42][n:43]4)[cH:36][cH:37][c:38]23)[CH2:26][CH2:27][CH2:28][CH2:29]1.[O:70]=[CH:71][N:72]([CH3:73])[CH3:74]>>[NH:1]1[CH2:2][CH:3]([CH:7]([C:8](=[O:10])[NH:69][c:65]2[cH:64][c:63](-[c:32]3[n:31][n:30]([CH:25]4[O:24][CH2:29][CH2:28][CH2:27][CH2:26]4)[c:38]4[c:33]3[cH:34][c:35](-[c:39]3[n:40][n:41]([C:44]([c:45]5[cH:46][cH:47][cH:48][cH:49][cH:50]5)([c:51]5[cH:52][cH:53][cH:54][cH:55][cH:56]5)[c:57]5[cH:58][cH:59][cH:60][cH:61][cH:62]5)[cH:42][n:43]3)[cH:36][cH:37]4)[cH:68][cH:67][cH:66]2)[CH3:11])[CH2:4][CH2:5][CH2:6]1. The reactants are O=[N+]([O-])c1cc(F)ccc1CCBr, C1CCOC1, CN. The product is CNCCc1ccc(F)cc1[N+](=O)[O-]. Reaction SMILES: [Br:3][CH2:4][CH2:5][c:6]1[c:7]([N+:13](=[O:14])[O-:15])[cH:8][c:9]([F:12])[cH:10][cH:11]1.[CH2:16]1[O:17][CH2:18][CH2:19][CH2:20]1.[CH3:1][NH2:2]>>[CH3:1][NH:2][CH2:4][CH2:5][c:6]1[c:7]([N+:13](=[O:14])[O-:15])[cH:8][c:9]([F:12])[cH:10][cH:11]1.